Dataset: the Open Reaction Database (ORD), a public repository of structured organic reaction records. Task: describe an organic reaction: reactants, conditions, products, and yield Reactants: C1CCOC1, CCO, CCOC(C)=O, CC1(C)OC(=O)Nc2cc(C=CCCCN3CCN(c4cccc(Cl)c4Cl)CC3)ncc21. The product is CC1(C)OC(=O)Nc2cc(CCCCCN3CCN(c4cccc(Cl)c4Cl)CC3)ncc21. RXN SMILES: [CH2:36]1[O:37][CH2:38][CH2:39][CH2:40]1.[CH3:33][CH2:34][OH:35].[CH3:41][CH2:42][O:43][C:44]([CH3:45])=[O:46].[Cl:1][c:2]1[c:3]([N:9]2[CH2:10][CH2:11][N:12]([CH2:15][CH2:16][CH2:17][CH:18]=[CH:19][c:20]3[cH:21][c:22]4[c:27]([cH:28][n:29]3)[C:26]([CH3:30])([CH3:31])[O:25][C:24](=[O:32])[NH:23]4)[CH2:13][CH2:14]2)[cH:4][cH:5][cH:6][c:7]1[Cl:8]>>[Cl:1][c:2]1[c:3]([N:9]2[CH2:10][CH2:11][N:12]([CH2:15][CH2:16][CH2:17][CH2:18][CH2:19][c:20]3[cH:21][c:22]4[c:27]([cH:28][n:29]3)[C:26]([CH3:30])([CH3:31])[O:25][C:24](=[O:32])[NH:23]4)[CH2:13][CH2:14]2)[cH:4][cH:5][cH:6][c:7]1[Cl:8]. Reactants: O=C(C(C1=CC=NC=C1)NC(C1=CC=CC=C1)=O)C1=CC=CC=C1 (N-(2-oxo-2-phenyl-1-(pyridin-4-yl)ethyl)benzamide), O=C(C(C1=CC=NC=C1)NC(C1=CC=CC=C1)=O)C1=CC=CC=C1 (N-(2-oxo-2-phenyl-1-(pyridin-4-yl)ethyl)benzamide), C(C)(=O)O (acetic acid), NCC[C@@H]1C[C@@H](OB(O1)C1=CC=CC=C1)CC(=O)OC(C)(C)C (tert-butyl 2-((4R,6R)-6-(2-aminoethyl)-2-phenyl-1,3,2-dioxaborinan-4-yl)acetate). Run in C(C)O (ethanol). Product: title compound, C1(=CC=CC=C1)C=1N(C(=C(N1)C1=CC=NC=C1)C1=CC=CC=C1)CC[C@H](C[C@H](CC(=O)OC(C)(C)C)O)O ((3R,5R)-tert-butyl 7-(2,5-diphenyl-4-(pyridin-4-yl)-1H-imidazol-1-yl)-3,5-dihydroxyheptanoate). As a reaction SMILES: O=[C:2]([C:19]1[CH:24]=[CH:23][CH:22]=[CH:21][CH:20]=1)[CH:3]([NH:10][C:11](=O)[C:12]1[CH:17]=[CH:16][CH:15]=[CH:14][CH:13]=1)[C:4]1[CH:9]=[CH:8][N:7]=[CH:6][CH:5]=1.C(O)(=O)C.[NH2:29][CH2:30][CH2:31][C@H:32]1[O:37]B(C2C=CC=CC=2)[O:35][C@@H:34]([CH2:44][C:45]([O:47][C:48]([CH3:51])([CH3:50])[CH3:49])=[O:46])[CH2:33]1>C(O)C>[C:12]1([C:11]2[N:29]([CH2:30][CH2:31][C@@H:32]([OH:37])[CH2:33][C@@H:34]([OH:35])[CH2:44][C:45]([O:47][C:48]([CH3:49])([CH3:50])[CH3:51])=[O:46])[C:2]([C:19]3[CH:24]=[CH:23][CH:22]=[CH:21][CH:20]=3)=[C:3]([C:4]3[CH:9]=[CH:8][N:7]=[CH:6][CH:5]=3)[N:10]=2)[CH:17]=[CH:16][CH:15]=[CH:14][CH:13]=1. Procedure details: To a solution of N-(2-oxo-2-phenyl-1-(pyridin-4-yl)ethyl)benzamide, 67 (1.6 g) and acetic acid (1.5 mL) in ethanol (50 mL) is added tert-butyl 2-((4R,6R)-6-(2-aminoethyl)-2-phenyl-1,3,2-dioxaborinan-4-yl)acetate (7.9 g). Upon heating under reflux for 16 h, the solution is cooled to room temperature and the solvent is evaporated. The residue is partitioned between saturated aqueous sodium hydrogen carbonate and dichloromethane, the layers separated and the organic phase washed with brine, dried (... Reactants: CCN(C(C)C)C(C)C, ClCCl, Cl, O=C(Cl)c1ccc(OC(F)(F)F)cc1, NCc1cccc2c1C(=O)N(C1CCC(=O)NC1=O)C2=O. The product is O=C1CCC(N2C(=O)c3cccc(CNC(=O)c4ccc(OC(F)(F)F)cc4)c3C2=O)C(=O)N1. As a reaction SMILES: [CH:23]([N:24]([CH:25]([CH3:26])[CH3:27])[CH2:28][CH3:29])([CH3:30])[CH3:31].[Cl:46][CH2:47][Cl:48].[ClH:1].[F:32][C:33]([O:34][c:35]1[cH:36][cH:37][c:38]([C:39](=[O:40])[Cl:41])[cH:42][cH:43]1)([F:44])[F:45].[NH2:2][CH2:3][c:4]1[c:5]2[c:9]([cH:10][cH:11][cH:12]1)[C:8](=[O:13])[N:7]([CH:14]1[C:15](=[O:21])[NH:16][C:17](=[O:20])[CH2:18][CH2:19]1)[C:6]2=[O:22]>>[NH:2]([CH2:3][c:4]1[c:5]2[c:9]([cH:10][cH:11][cH:12]1)[C:8](=[O:13])[N:7]([CH:14]1[C:15](=[O:21])[NH:16][C:17](=[O:20])[CH2:18][CH2:19]1)[C:6]2=[O:22])[C:39]([c:38]1[cH:37][cH:36][c:35]([O:34][C:33]([F:32])([F:44])[F:45])[cH:43][cH:42]1)=[O:40]. The reactants are N[C@@H]1[C@@H](CCCC1)NC=1N=C(C(=NC1CC)C(=O)N)NC1=CC=C(C=C1)N1CCC(CC1)N1CCN(CC1)C (5-{[(1R,2S)-2-aminocyclohexyl]amino}-6-ethyl-3-({4-[4-(4-methylpiperazin-1-yl)piperidin-1-yl]phenyl}amino)pyrazine-2-carboxamide), C(C)(=O)O[BH-](OC(C)=O)OC(C)=O.[Na+] (Sodium triacetoxyborohydride), N1(N=NC2=C1C=CC=C2)CO (1H-benzotriazol-1-yl methanol), C(C)(=O)[O-].[Na+] (sodium acetate). Run in O1CCCC1 (tetrahydrofuran), C(C)O (ethanol), C(C)(=O)OCC (ethyl acetate). Reaction conditions: time 7 hour. Product: C(C)C1=C(N=C(C(=N1)C(=O)N)NC1=CC=C(C=C1)N1CCC(CC1)N1CCN(CC1)C)N[C@H]1[C@H](CCCC1)NC (6-ethyl-5-{[(1R,2S)-2-(methylamino)cyclohexyl]amino}-3-({4-[4-(4-methylpiperazin-1-yl)piperidin-1-yl]phenyl}amino)pyrazine-2-carboxamide). Yield: 67.6%. Reaction SMILES: [NH2:1][C@H:2]1[CH2:7][CH2:6][CH2:5][CH2:4][C@H:3]1[NH:8][C:9]1[N:10]=[C:11]([NH:20][C:21]2[CH:26]=[CH:25][C:24]([N:27]3[CH2:32][CH2:31][CH:30]([N:33]4[CH2:38][CH2:37][N:36]([CH3:39])[CH2:35][CH2:34]4)[CH2:29][CH2:28]3)=[CH:23][CH:22]=2)[C:12]([C:17]([NH2:19])=[O:18])=[N:13][C:14]=1[CH2:15][CH3:16].N1(CO)C2C=CC=C[C:43]=2N=N1.C([O-])(=O)C.[Na+].C(O[BH-](OC(=O)C)OC(=O)C)(=O)C.[Na+]>C(OCC)(=O)C.O1CCCC1.C(O)C>[CH2:15]([C:14]1[N:13]=[C:12]([C:17]([NH2:19])=[O:18])[C:11]([NH:20][C:21]2[CH:22]=[CH:23][C:24]([N:27]3[CH2:28][CH2:29][CH:30]([N:33]4[CH2:38][CH2:37][N:36]([CH3:39])[CH2:35][CH2:34]4)[CH2:31][CH2:32]3)=[CH:25][CH:26]=2)=[N:10][C:9]=1[NH:8][C@@H:3]1[CH2:4][CH2:5][CH2:6][CH2:7][C@@H:2]1[NH:1][CH3:43])[CH3:16] |f:2.3,4.5|. Reported procedure: To a mixture of 5-{[(1R,2S)-2-aminocyclohexyl]amino}-6-ethyl-3-({4-[4-(4-methylpiperazin-1-yl)piperidin-1-yl]phenyl}amino)pyrazine-2-carboxamide (62 mg), ethanol (5 mL), and tetrahydrofuran (3 mL) were added 1H-benzotriazol-1-yl methanol (18 mg) and sodium acetate (15 mg), followed by stirring at room temperature for 7 hours. Sodium triacetoxyborohydride (50 mg) was added thereto under ice-cooling, followed by stirring at room temperature for 12 hours. To the reactant were added ethyl acetate an...